From a dataset of the Open Reaction Database (ORD), a public repository of structured organic reaction records. describe an organic reaction: reactants, conditions, products, and yield The reactants are CCOC(=O)NC1N=C(c2ccccn2)c2ccccc2N(CC(=O)C(C)(C)C)C1=O, ClCCl, Cl. The product is CC(C)(C)C(=O)CN1C(=O)C(N)N=C(c2ccccn2)c2ccccc21. As a reaction SMILES: [CH2:1]([O:2][C:3](=[O:4])[NH:6][CH:7]1[C:8](=[O:31])[N:9]([CH2:24][C:25](=[O:26])[C:27]([CH3:28])([CH3:29])[CH3:30])[c:10]2[c:11]([cH:20][cH:21][cH:22][cH:23]2)[C:12]([c:14]2[n:15][cH:16][cH:17][cH:18][cH:19]2)=[N:13]1)[CH3:5].[Cl:33][CH2:34][Cl:35].[ClH:32]>>[NH2:6][CH:7]1[C:8](=[O:31])[N:9]([CH2:24][C:25](=[O:26])[C:27]([CH3:28])([CH3:29])[CH3:30])[c:10]2[c:11]([cH:20][cH:21][cH:22][cH:23]2)[C:12]([c:14]2[n:15][cH:16][cH:17][cH:18][cH:19]2)=[N:13]1. Reactants: C1(\C=C/C(=O)O1)=O (Maleic anhydride), NC=1C=C(C=CC1)[Sn](CCCC)(CCCC)CCCC (m-Aminophenyltributylstannane). Run in C1(=CC=CC=C1)C (toluene), C1(=CC=CC=C1)C (toluene). Run at time 15 minute. Yields the product C(CCC)[Sn](C=1C=C(C=CC1)NC(\C=C/C(=O)O)=O)(CCCC)CCCC (N-(m tri-n butylstannylphenyl)maleamic acid). RXN SMILES: [C:1]1(=[O:7])[O:6][C:4](=[O:5])[CH:3]=[CH:2]1.[NH2:8][C:9]1[CH:10]=[C:11]([Sn:15]([CH2:24][CH2:25][CH2:26][CH3:27])([CH2:20][CH2:21][CH2:22][CH3:23])[CH2:16][CH2:17][CH2:18][CH3:19])[CH:12]=[CH:13][CH:14]=1>C1(C)C=CC=CC=1>[CH2:24]([Sn:15]([CH2:16][CH2:17][CH2:18][CH3:19])([CH2:20][CH2:21][CH2:22][CH3:23])[C:11]1[CH:10]=[C:9]([NH:8][C:1](=[O:7])/[CH:2]=[CH:3]\[C:4]([OH:6])=[O:5])[CH:14]=[CH:13][CH:12]=1)[CH2:25][CH2:26][CH3:27]. Procedure details: Maleic anhydride (0.18 g, 1.8 mmol) was dissolved in toluene (2 mL). m-Aminophenyltributylstannane as described above (0.70 g, 1.8 mmol) in toluene (4 mL) was added dropwise over a 5 minute period. After the addition was complete, the reaction mixture was stirred for 15 minutes at room temperature then cooled in an ice-water bath. The precipitaed yellow product N-(m-tri-n-butylstannylphenyl)maleamic acid was collected by vacuum filtration, recrystallized from toluene and dried overnight in a vac... Starting materials: FC1=CC=C(C=C1)N1CCN(CC1)C(CC)C1=CC=C(C=C1)N (1-(p-fluorophenyl)-4-[1-(4-aminophenyl)propyl]piperazine), ClC1=CC=NC2=CC(=CC=C12)C(F)(F)F (4-chloro-7-(trifluoromethyl)quinoline). Product: FC1=CC=C(C=C1)N1CCN(CC1)C(CC)C1=CC=C(C=C1)NC1=CC=NC2=CC(=CC=C12)C(F)(F)F (4-[[4-[1-[4-(p-fluorophenyl)-1-piperazinyl]propyl]phenyl]amino]-7-(trifluoromethyl)quinoline). Reaction SMILES: [F:1][C:2]1[CH:7]=[CH:6][C:5]([N:8]2[CH2:13][CH2:12][N:11]([CH:14]([C:17]3[CH:22]=[CH:21][C:20]([NH2:23])=[CH:19][CH:18]=3)[CH2:15][CH3:16])[CH2:10][CH2:9]2)=[CH:4][CH:3]=1.Cl[C:25]1[C:34]2[C:29](=[CH:30][C:31]([C:35]([F:38])([F:37])[F:36])=[CH:32][CH:33]=2)[N:28]=[CH:27][CH:26]=1>>[F:1][C:2]1[CH:3]=[CH:4][C:5]([N:8]2[CH2:9][CH2:10][N:11]([CH:14]([C:17]3[CH:18]=[CH:19][C:20]([NH:23][C:25]4[C:34]5[C:29](=[CH:30][C:31]([C:35]([F:38])([F:36])[F:37])=[CH:32][CH:33]=5)[N:28]=[CH:27][CH:26]=4)=[CH:21][CH:22]=3)[CH2:15][CH3:16])[CH2:12][CH2:13]2)=[CH:6][CH:7]=1. Procedure details: In the manner given in Example 1C, 1-(p-fluorophenyl)-4-[1-(4-aminophenyl)propyl]piperazine and 4-chloro-7-(trifluoromethyl)quinoline are reacted together at reflux to give 4-[[4-[1-[4-(p-fluorophenyl)-1-piperazinyl]propyl]phenyl]amino]-7-(trifluoromethyl)quinoline. The reactants are CCOc1ccc2ccc(F)c(F)c2c1, C1CCOC1, [Li]CCCC, COB(OC)OC, CC(=O)O, [Fe+2], [NH4+], O, OO, O=S(=O)([O-])[O-]. Product: CCOc1ccc2cc(O)c(F)c(F)c2c1. Reaction SMILES: [CH2:1]([CH3:2])[O:3][c:4]1[cH:5][cH:6][c:7]2[cH:8][cH:9][c:10]([F:15])[c:11]([F:14])[c:12]2[cH:13]1.[CH2:30]1[O:31][CH2:32][CH2:33][CH2:34]1.[CH3:16][CH2:17][CH2:18][CH2:19][Li:20].[CH3:21][O:22][B:23]([O:24][CH3:25])[O:26][CH3:27].[CH3:43][C:44](=[O:45])[OH:46].[Fe+2:40].[NH4+:41].[OH2:42].[OH:28][OH:29].[S:35]([O-:36])([O-:37])(=[O:38])=[O:39]>>[CH2:1]([CH3:2])[O:3][c:4]1[cH:5][cH:6][c:7]2[cH:8][c:9]([OH:22])[c:10]([F:15])[c:11]([F:14])[c:12]2[cH:13]1. Starting materials: ClC1=C(C=C(C(=C1)Cl)OC(C)C)N1N=CC(NC1=O)=O (2-[2,4-dichloro-5-(1-methylethoxy)phenyl]-1,2,4-triazine-3,5(2H,4H)-dione), ClC1=C(C=C(C(=C1)Cl)OC(C)C)N1N=CC(NC1=O)=O (2-[2,4-dichloro-5-(1-methylethoxy)phenyl]-1,2,4-triazine-3,5(2H,4H)-dione), [H-].[Na+] (sodium hydride), BrCCF (1-bromo-2-fluoroethane), [OH-].[K+] (potassium hydroxide). Reagents/catalysts: [Br-].C(CCC)[N+](CCCC)(CCCC)CCCC (Tetrabutylammonium bromide). Solvent: O1CCCC1 (tetrahydrofuran), O1CCCC1 (tetrahydrofuran), O1CCCC1 (tetrahydrofuran). Conditions: time 1 hour. Product: ClC1=C(C=C(C(=C1)Cl)OC(C)C)N1N=CC(N(C1=O)CCF)=O (2-[2,4-dichloro-5-(1-methylethoxy)phenyl]-4-(2-fluoroethyl)-1,2,4-triazine-3,5(2H,4H)-dione). Isolated yield 36.8%. As a reaction SMILES: [H-].[Na+].[Cl:3][C:4]1[CH:9]=[C:8]([Cl:10])[C:7]([O:11][CH:12]([CH3:14])[CH3:13])=[CH:6][C:5]=1[N:15]1[C:20](=[O:21])[NH:19][C:18](=[O:22])[CH:17]=[N:16]1.[OH-].[K+].Br[CH2:26][CH2:27][F:28]>O1CCCC1.[Br-].C([N+](CCCC)(CCCC)CCCC)CCC>[Cl:3][C:4]1[CH:9]=[C:8]([Cl:10])[C:7]([O:11][CH:12]([CH3:14])[CH3:13])=[CH:6][C:5]=1[N:15]1[C:20](=[O:21])[N:19]([CH2:26][CH2:27][F:28])[C:18](=[O:22])[CH:17]=[N:16]1 |f:0.1,3.4,7.8|. Procedure: To a stirred mixture of 0.084 g (0.0035 mole) of sodium hydride in 20 mL of tetrahydrofuran was added a solution of 1.0 g (0.003 mole) of 2-[2,4-dichloro-5-(1-methylethoxy)phenyl]-1,2,4-triazine-3,5(2H,4H)-dione (Compound 51, Example III, Step F) in 5 mL of tetrahydrofuran. The resulting mixture was stirred at room temperature for one hour. Tetrabutylammonium bromide (0.5 g, 0.002 mole) and potassium hydroxide (0.5 g, 0.009 mole) were added, and the mixture was heated at 60°-70° C. for approxima... Starting materials: CO, CC(=O)O, CO, CCOC(C)=O, ClCCl, [Fe], O=C1CCCc2c1ccc(OC(Cn1ccnc1)c1ccccc1)c2[N+](=O)[O-], [Na+], O=C([O-])O, O. The product is Nc1c(OC(Cn2ccnc2)c2ccccc2)ccc2c1CCCC2=O. RXN SMILES: [CH3:29][OH:30].[CH3:31][C:32](=[O:33])[OH:34].[CH3:41][OH:42].[CH3:46][CH2:47][O:48][C:49]([CH3:50])=[O:51].[Cl:43][CH2:44][Cl:45].[Fe:40].[N+:1]([O-:2])(=[O:3])[c:4]1[c:5]2[c:10]([cH:11][cH:12][c:13]1[O:14][CH:15]([CH2:16][n:17]1[cH:18][n:19][cH:20][cH:21]1)[c:22]1[cH:23][cH:24][cH:25][cH:26][cH:27]1)[C:9](=[O:28])[CH2:8][CH2:7][CH2:6]2.[Na+:39].[O-:35][C:36]([OH:37])=[O:38].[OH2:52]>>[NH2:1][c:4]1[c:5]2[c:10]([cH:11][cH:12][c:13]1[O:14][CH:15]([CH2:16][n:17]1[cH:18][n:19][cH:20][cH:21]1)[c:22]1[cH:23][cH:24][cH:25][cH:26][cH:27]1)[C:9](=[O:28])[CH2:8][CH2:7][CH2:6]2. The reactants are N1=C(C=CC=C1)COC=1C(=CC(=CC1)N)C (5-amino-2-tolyl 2-pyridylmethyl ether), Cl.ClC1=NC=NC2=CC(=C(C=C12)OC)OC (4-chloro-6,7-dimethoxyquinazoline hydrochloride). The product is Cl.Cl.COC=1C=C2C(=NC=NC2=CC1OC)NC1=CC(=C(C=C1)OCC1=NC=CC=C1)C (6,7-dimethoxy-4-[3-methyl-4-(2-pyridylmethoxy)anilino]quinazoline dihydrochloride salt). Isolated yield 60.0%. Reaction SMILES: [N:1]1[CH:6]=[CH:5][CH:4]=[CH:3][C:2]=1[CH2:7][O:8][C:9]1[C:10]([CH3:16])=[CH:11][C:12]([NH2:15])=[CH:13][CH:14]=1.[ClH:17].[Cl:18][C:19]1[C:28]2[C:23](=[CH:24][C:25]([O:31][CH3:32])=[C:26]([O:29][CH3:30])[CH:27]=2)[N:22]=[CH:21][N:20]=1>>[ClH:18].[ClH:17].[CH3:30][O:29][C:26]1[CH:27]=[C:28]2[C:23](=[CH:24][C:25]=1[O:31][CH3:32])[N:22]=[CH:21][N:20]=[C:19]2[NH:15][C:12]1[CH:13]=[CH:14][C:9]([O:8][CH2:7][C:2]2[CH:3]=[CH:4][CH:5]=[CH:6][N:1]=2)=[C:10]([CH3:16])[CH:11]=1 |f:1.2,3.4.5|. Procedure details: Using an analogous procedure to that described in Example 1, 5-amino-2-tolyl 2-pyridylmethyl ether was reacted with 4-chloro-6,7-dimethoxyquinazoline hydrochloride to give 6,7-dimethoxy-4-[3-methyl-4-(2-pyridylmethoxy)anilino]quinazoline dihydrochloride salt in 60% yield, m.p. 239°-241° C.; The reactants are COC(CC1=C(C=C(C=C1Cl)NC1=NC=CC=C1N)Cl)=O ([4-(3-amino-pyridin-2-ylamino)-2,6-dichloro-phenyl]-acetic acid methyl ester), C(OCC)(OCC)OCC (triethyl orthoformate). Run at time 13.5 hour. Yields the product COC(CC1=C(C=C(C=C1Cl)N1C=NC=2C1=NC=CC2)Cl)=O ((2,6-Dichloro-4-imidazo[4,5-b]pyridin-3-yl-phenyl)-acetic acid methyl ester). As a reaction SMILES: [CH3:1][O:2][C:3](=[O:21])[CH2:4][C:5]1[C:10]([Cl:11])=[CH:9][C:8]([NH:12][C:13]2[C:18]([NH2:19])=[CH:17][CH:16]=[CH:15][N:14]=2)=[CH:7][C:6]=1[Cl:20].[CH:22](OCC)(OCC)OCC>>[CH3:1][O:2][C:3](=[O:21])[CH2:4][C:5]1[C:10]([Cl:11])=[CH:9][C:8]([N:12]2[C:13]3=[N:14][CH:15]=[CH:16][CH:17]=[C:18]3[N:19]=[CH:22]2)=[CH:7][C:6]=1[Cl:20]. Procedure: A mixture of [4-(3-amino-pyridin-2-ylamino)-2,6-dichloro-phenyl]-acetic acid methyl ester (4.5 g, 13.8 mmol) and triethyl orthoformate (60 mL, 361 mmol, 26 equiv) is stirred for 13.5 h at reflux. The resulting mixture is allowed to cool to rt and concentrated in vacuo to provide the title compound as a dark solid: ES-MS: 336.0/338.0 [M+H]+; tR=4.58 min (System 1); Rf=0.28 (Hexane/EtOAc, 1:1). Reactants: Cl, Cc1ccc(N=C=O)cc1N1C(=O)c2ccc(Cl)cc2C1=O, C1COCCO1. Product: Cc1ccc(N)cc1N1C(=O)c2ccc(Cl)cc2C1=O. RXN SMILES: [ClH:23].[N:1](=[C:2]=[O:3])[c:4]1[cH:5][c:6]([N:11]2[C:12](=[O:22])[c:13]3[c:14]([cH:17][c:18]([Cl:21])[cH:19][cH:20]3)[C:15]2=[O:16])[c:7]([CH3:10])[cH:8][cH:9]1.[O:24]1[CH2:25][CH2:26][O:27][CH2:28][CH2:29]1>>[NH2:1][c:4]1[cH:5][c:6]([N:11]2[C:12](=[O:22])[c:13]3[c:14]([cH:17][c:18]([Cl:21])[cH:19][cH:20]3)[C:15]2=[O:16])[c:7]([CH3:10])[cH:8][cH:9]1. As a reaction SMILES: [CH2:1]([N:8]1[CH2:13][CH2:12][C:11](O)([C:14]2[CH:15]=[N:16][CH:17]=[CH:18][CH:19]=2)[CH2:10][CH2:9]1)[C:2]1[CH:7]=[CH:6][CH:5]=[CH:4][CH:3]=1.S(OS([O-])(=O)=O)([O-])(=O)=O.[K+].[K+]>C1C2C(CCCC2)CCC1.O>[CH2:1]([N:8]1[CH2:9][CH:10]=[C:11]([C:14]2[CH:15]=[N:16][CH:17]=[CH:18][CH:19]=2)[CH2:12][CH2:13]1)[C:2]1[CH:3]=[CH:4][CH:5]=[CH:6][CH:7]=1 |f:1.2.3|. Yield: 95.8%. Reported procedure: A dispersion of 4.52 g (16.8 mmol) of 1'-benzyl-2',3',5',6'-tetrahydro-1'H-[3,4']bipyridinyl-4'-ol and 18 g (71 mmol) of potassium disulphate in 35 ml of decalin was stirred at 190° C. for 30 minutes. After cooling to room temperature the reaction mixure was dissolved in water and extracted twice with 50 ml of toluene each time. Subsequently, the aqueous phase was made alkaline with sodium hydroxide solution and extracted with ethyl acetate. The ethyl acetate phase was thereafter dried over sodi... Run in C1CCCC2CCCCC12 (decalin), O (water). Product: C(C1=CC=CC=C1)N1CCC(=CC1)C=1C=NC=CC1 (1'-benzyl-1',2',3',6'-tetrahydro-3,4'-bipyridine). The reactants are C(C1=CC=CC=C1)N1CCC(CC1)(C=1C=NC=CC1)O (1'-benzyl-2',3',5',6'-tetrahydro-1'H-[3,4']bipyridinyl-4'-ol), S(=O)(=O)([O-])OS(=O)(=O)[O-].[K+].[K+] (potassium disulphate).